From a dataset of the Open Reaction Database (ORD), a public repository of structured organic reaction records. describe an organic reaction: reactants, conditions, products, and yield The reactants are C(C)(C)(C)NC1C=CC(C1)(C1=CC=CC=C1)C1=CC=CC=C1 ((-)-N-t-butyl-4,4-diphenyl-2-cyclopentenylamine), CS(=O)(=O)O (methanesulfonic acid). Solvent: C(C)(=O)OCC (ethyl acetate), C(C)(=O)OCC (ethyl acetate). Conditions: time 4 hour. Product: CS(=O)(=O)O.C(C)(C)(C)NC1C=CC(C1)(C1=CC=CC=C1)C1=CC=CC=C1 ((-)-N-t-butyl-4,4-diphenyl-2-cyclopentenylamine methanesulfonate). The yield is 83.4%. Reaction SMILES: [C:1]([NH:5][CH:6]1[CH2:10][C:9]([C:17]2[CH:22]=[CH:21][CH:20]=[CH:19][CH:18]=2)([C:11]2[CH:16]=[CH:15][CH:14]=[CH:13][CH:12]=2)[CH:8]=[CH:7]1)([CH3:4])([CH3:3])[CH3:2].[CH3:23][S:24]([OH:27])(=[O:26])=[O:25]>C(OCC)(=O)C>[CH3:23][S:24]([OH:27])(=[O:26])=[O:25].[C:1]([NH:5][CH:6]1[CH2:10][C:9]([C:17]2[CH:22]=[CH:21][CH:20]=[CH:19][CH:18]=2)([C:11]2[CH:12]=[CH:13][CH:14]=[CH:15][CH:16]=2)[CH:8]=[CH:7]1)([CH3:4])([CH3:2])[CH3:3] |f:3.4|. Reported procedure: To a solution of (-)-N-t-butyl-4,4-diphenyl-2-cyclopentenylamine (3.54 g) in ethyl acetate (20 ml) was added a solution of methanesulfonic acid (1.16 g) in ethyl acetate (1 ml). The solvent was evaporated in vacuo and diethyl ether was added. After kept standing for 4 hours, the resulting precipitate was collected by filtration to give (-)-N-t-butyl-4,4-diphenyl-2-cyclopentenylamine methanesulfonate (3.90 g). RXN SMILES: ClC1C=C(C2SC(C(O)=O)=CC=2C2C=CC=C(C#N)C=2)C=C(F)C=1.[Br:25][C:26]1[CH:27]=[C:28]([C:38]([O:40]CC)=[O:39])[S:29][C:30]=1[C:31]1[CH:36]=[CH:35][CH:34]=[C:33]([Cl:37])[CH:32]=1>>[Br:25][C:26]1[CH:27]=[C:28]([C:38]([OH:40])=[O:39])[S:29][C:30]=1[C:31]1[CH:36]=[CH:35][CH:34]=[C:33]([Cl:37])[CH:32]=1. Yields the product BrC=1C=C(SC1C1=CC(=CC=C1)Cl)C(=O)O (4-Bromo-5-(3-chlorophenyl)thiophene-2-carboxylic acid). Reported procedure: The preparation of the title compound takes place in analogy to the synthesis of the compound from Example 19A starting with the compound from Example 10A. 1.11 g (100% of theory) of the title compound are obtained. Reactants: ClC=1C=C(C=C(C1)F)C1=C(C=C(S1)C(=O)O)C1=CC(=CC=C1)C#N (5-(3-chloro-5-fluorophenyl)-4-(3-cyanophenyl)thiophene-2-carboxylic acid), BrC=1C=C(SC1C1=CC(=CC=C1)Cl)C(=O)OCC (Ethyl 4-bromo-5-(3-chlorophenyl)thiophene-2-carboxylate).